Dataset: the Open Reaction Database (ORD), a public repository of structured organic reaction records. Task: describe an organic reaction: reactants, conditions, products, and yield The yield is 69.6%. Run at time 20 minute. The solvent is CN(C)C=O (DMF), [Cl-].[Na+].O (Brine). Reactants: C(C1=CC=CC=C1)Br (benzyl bromide), ClC1=CC=C(C=C1)C1=C(NC=C1C)C(=O)OCC (Ethyl 3-(4-chlorophenyl)-4-methyl-1H-pyrrole-2-carboxylate), [H-].[Na+] (NaH), oil, CCOC(=O)C (EtOAc). Yields the product C(C1=CC=CC=C1)N1C(=C(C(=C1)C)C1=CC=C(C=C1)Cl)C(=O)OCC (Ethyl 1-benzyl-3-(4-chlorophenyl)-4-methyl-1H-pyrrole-2-carboxylate). As a reaction SMILES: [Cl:1][C:2]1[CH:7]=[CH:6][C:5]([C:8]2[C:12]([CH3:13])=[CH:11][NH:10][C:9]=2[C:14]([O:16][CH2:17][CH3:18])=[O:15])=[CH:4][CH:3]=1.[H-].[Na+].[CH2:21](Br)[C:22]1[CH:27]=[CH:26][CH:25]=[CH:24][CH:23]=1.CCOC(C)=O>CN(C=O)C.[Cl-].[Na+].O>[CH2:21]([N:10]1[CH:11]=[C:12]([CH3:13])[C:8]([C:5]2[CH:6]=[CH:7][C:2]([Cl:1])=[CH:3][CH:4]=2)=[C:9]1[C:14]([O:16][CH2:17][CH3:18])=[O:15])[C:22]1[CH:27]=[CH:26][CH:25]=[CH:24][CH:23]=1 |f:1.2,6.7.8|. Procedure: Ethyl 3-(4-chlorophenyl)-4-methyl-1H-pyrrole-2-carboxylate (9 g, 34.1 mmol) was dissolved in dry DMF (20 mL). At 0° C., 60% NaH in mineral oil (1.365 g, 34.1 mmol) was added. After 20 min gas evolution had ceased and benzyl bromide (4.08 mL, 34.1 mmol) was added. The reaction mixture was stirred at room temperature overnight. Brine (400 mL) was added, followed by EtOAc (400 mL). The organic layer was washed with H2O (2×400 mL), brine (400 mL), dried (Na2SO4) and evaporated under reduced pressure... Starting materials: CCCC[N+](CCCC)(CCCC)CCCC, C1CCOC1, Clc1nc(Cl)c2occc2n1, [F-], CC1(C)Oc2ccc(Nc3nc(N4CCCC(N)C(O[Si](C)(C)C(C)(C)C)C4)c4occc4n3)cc2NC1=O, CC1(C)Oc2ccc(N)cc2NC1=O. Product: CC1(C)Oc2ccc(Nc3nc(N4CCCC(N)C(O)C4)c4occc4n3)cc2NC1=O. As a reaction SMILES: [CH2:66]([N+:67]([CH2:68][CH2:69][CH2:70][CH3:71])([CH2:72][CH2:73][CH2:74][CH3:75])[CH2:76][CH2:77][CH2:78][CH3:79])[CH2:80][CH2:81][CH3:82].[CH2:83]1[O:84][CH2:85][CH2:86][CH2:87]1.[Cl:40][c:41]1[n:42][c:43]([Cl:44])[c:45]2[o:46][cH:47][cH:48][c:49]2[n:50]1.[F-:65].[NH2:1][CH:2]1[CH:3]([O:32][Si:33]([C:34]([CH3:35])([CH3:36])[CH3:37])([CH3:38])[CH3:39])[CH2:4][N:5]([c:9]2[c:10]3[c:11]([n:12][c:13]([NH:15][c:16]4[cH:17][c:18]5[c:19]([cH:27][cH:28]4)[O:20][C:21]([CH3:25])([CH3:26])[C:22](=[O:24])[NH:23]5)[n:14]2)[cH:29][cH:30][o:31]3)[CH2:6][CH2:7][CH2:8]1.[NH2:51][c:52]1[cH:53][cH:54][c:55]2[c:63]([cH:64]1)[NH:62][C:60](=[O:61])[C:57]([CH3:58])([CH3:59])[O:56]2>>[NH2:1][CH:2]1[CH:3]([OH:32])[CH2:4][N:5]([c:9]2[c:10]3[c:11]([n:12][c:13]([NH:15][c:16]4[cH:17][c:18]5[c:19]([cH:27][cH:28]4)[O:20][C:21]([CH3:25])([CH3:26])[C:22](=[O:24])[NH:23]5)[n:14]2)[cH:29][cH:30][o:31]3)[CH2:6][CH2:7][CH2:8]1. The reactants are O1CCCC1 (tetrahydrofuran), C(Cl)Cl (methylene chloride), CO (methanol), FC=1C=C(OC2=NC=C(C=C2)CC[N+](=O)[O-])C=CC1 (2-(3-fluoro-phenoxy)-5-(2-nitro-ethyl)-pyridine), C[O-].[Li+] (lithium methoxide). Reagents/catalysts: [Ti](Cl)(Cl)(Cl)Cl (Titanium (IV) tetrachloride). The solvent is O (Water). Reaction conditions: time 35 minute. The product is FC=1C=C(OC2=CC=C(C=N2)CC(=NO)Cl)C=CC1 ((6-(3-Fluoro-phenoxy)-pyridin-3-yl)-acetohydroximoyl chloride). Reaction SMILES: CO.[F:3][C:4]1[CH:5]=[C:6]([CH:19]=[CH:20][CH:21]=1)[O:7][C:8]1[CH:13]=[CH:12][C:11]([CH2:14][CH2:15][N+:16]([O-])=[O:17])=[CH:10][N:9]=1.C[O-].[Li+].O1CCCC1.C(Cl)[Cl:31]>[Ti](Cl)(Cl)(Cl)Cl.O>[F:3][C:4]1[CH:5]=[C:6]([CH:19]=[CH:20][CH:21]=1)[O:7][C:8]1[N:9]=[CH:10][C:11]([CH2:14][C:15]([Cl:31])=[N:16][OH:17])=[CH:12][CH:13]=1 |f:2.3|. Procedure: To a methanol (20 mL) solution of 2-(3-fluoro-phenoxy)-5-(2-nitro-ethyl)-pyridine (1.96 g, 7.47 mmol) described in Manufacturing Example 71-1-3 was added lithium methoxide (567 mg, 14.9 mmol), which was stirred for 35 minutes at room temperature. The reaction mixture was concentrated under a reduced pressure. Titanium (IV) tetrachloride (1.81 mL, 16.4 mmol) was added under nitrogen atmosphere to a tetrahydrofuran (20 mL) and methylene chloride (20 mL) suspension of the residue, and stirred for 1... Reactants: C1(=CC=CC=C1)[C@H](C(=O)O)OC ((R)-2-phenyl-2-methoxyacetic acid), [H-].[Al+3].[Li+].[H-].[H-].[H-] (lithium aluminum hydride). The solvent is O1CCCC1 (tetrahydrofuran). Yields the product C1(=CC=CC=C1)[C@H](CO)OC ((R)-2-Phenyl-2-methoxyethanol). Reaction SMILES: [C:1]1([C@@H:7]([O:11][CH3:12])[C:8](O)=[O:9])[CH:6]=[CH:5][CH:4]=[CH:3][CH:2]=1.[H-].[Al+3].[Li+].[H-].[H-].[H-]>O1CCCC1>[C:1]1([C@@H:7]([O:11][CH3:12])[CH2:8][OH:9])[CH:6]=[CH:5][CH:4]=[CH:3][CH:2]=1 |f:1.2.3.4.5.6|. Procedure details: 72 g of (R)-2-phenyl-2-methoxyacetic acid (prepared according to the method described in J. Chem. Soc., 1962, p. 1519), are reduced with 16.5 g of lithium aluminum hydride in 300 ml of tetrahydrofuran. Reactants: CN1C(=O)OCC1Cc1ccc(N)cc1, [Cl-], Cl, O=N[O-], [Na+], O, O, O. The product is CN1C(=O)OCC1Cc1ccc(NN)cc1, Cl. As a reaction SMILES: [CH3:2][N:3]1[C:4](=[O:16])[O:5][CH2:6][CH:7]1[CH2:8][c:9]1[cH:10][cH:11][c:12]([NH2:15])[cH:13][cH:14]1.[Cl-:23].[ClH:1].[N:17]([O-:18])=[O:19].[Na+:20].[OH2:21].[OH2:22].[OH2:24]>>[CH3:2][N:3]1[C:4](=[O:16])[O:5][CH2:6][CH:7]1[CH2:8][c:9]1[cH:10][cH:11][c:12]([NH:15][NH2:17])[cH:13][cH:14]1.[ClH:1]. Reactants: ClC1=CC=C2C(=C1)NC([C@@]21[C@@H](N([C@@H]([C@H]1C1=C(C(=CC=C1)Cl)F)C(=O)N[C@@H]1CC[C@H](CC1)O)[C@H]([C@@H](C1=CC=CC=C1)O)C1=CC=CC=C1)CC(C)(C)C)=O ((2′S,3R,4′R,5′S)-6-chloro-4′-(3-chloro-2-fluorophenyl)-1′-((1S,2R)-2-hydroxy-1,2-diphenylethyl)-N-((trans)-4-hydroxycyclohexyl)-2′-neopentyl-2-oxospiro[indoline-3,3′-pyrrolidine]-5′-carboxamide), C1(=CC=CC=C1)C (toluene), C(C)(=O)OCC (ethyl acetate), ceric ammonium nitrate. Run in C(C)(C)OC(C)C (diisopropyl oxide), C(C)O (ethanol), [Cl-].[Na+].O (brine), C(C)O (ethanol). Conditions: temperature 0 celsius, time 1 hour. Product: ClC1=CC=C2C(=C1)NC([C@@]21[C@@H](N[C@@H]([C@H]1C1=C(C(=CC=C1)Cl)F)C(=O)N[C@@H]1CC[C@H](CC1)O)CC(C)(C)C)=O ((2′S,3R,4′R,5′S)-6-chloro-4′-(3-chloro-2-fluorophenyl)-N-((trans)-4-hydroxy-cyclohexyl)-2′-neopentyl-2-oxospiro[indoline-3,3′-pyrrolidine]-5′-carboxamide). Isolated yield 39.3%. As a reaction SMILES: [Cl:1][C:2]1[CH:7]=[C:6]2[NH:8][C:9](=[O:53])[C@:10]3([C@H:14]([C:15]4[CH:20]=[CH:19][CH:18]=[C:17]([Cl:21])[C:16]=4[F:22])[C@@H:13]([C:23]([NH:25][C@H:26]4[CH2:31][CH2:30][C@H:29]([OH:32])[CH2:28][CH2:27]4)=[O:24])[N:12]([C@@H](C4C=CC=CC=4)[C@H](O)C4C=CC=CC=4)[C@H:11]3[CH2:48][C:49]([CH3:52])([CH3:51])[CH3:50])[C:5]2=[CH:4][CH:3]=1.C1(C)C=CC=CC=1.C(OCC)(=O)C>C(O)C.[Cl-].[Na+].O.C(OC(C)C)(C)C>[Cl:1][C:2]1[CH:7]=[C:6]2[NH:8][C:9](=[O:53])[C@:10]3([C@H:14]([C:15]4[CH:20]=[CH:19][CH:18]=[C:17]([Cl:21])[C:16]=4[F:22])[C@@H:13]([C:23]([NH:25][C@H:26]4[CH2:27][CH2:28][C@H:29]([OH:32])[CH2:30][CH2:31]4)=[O:24])[NH:12][C@H:11]3[CH2:48][C:49]([CH3:51])([CH3:50])[CH3:52])[C:5]2=[CH:4][CH:3]=1 |f:4.5.6|. Reported procedure: A mixture of 542 mg (0.71 mmol) of (2′S,3R,4′R,5′S)-6-chloro-4′-(3-chloro-2-fluorophenyl)-1′-((1S,2R)-2-hydroxy-1,2-diphenylethyl)-N-((trans)-4-hydroxycyclohexyl)-2′-neopentyl-2-oxospiro[indoline-3,3′-pyrrolidine]-5′-carboxamide in 10 mL of ethanol was cooled to 0° C. and 989 mg (1.79 mmol) of ceric ammonium nitrate was added slowly via spatula in 15 min. The reaction mixture was stirred at 0° C. for 1 hour, upon which it was treated with 4 mL of toluene, 2 mL of ethanol, 5 mL of saturated brine... The reactants are N1=CC=CC2=CC=CC=C12 (quinoline), C(CC(=O)C)(=O)N (acetoacetamide), Cl (hydrochloric acid), C(C)(=O)C1C(CCC(C1)C1=CC=NC=C1)=O (2-acetyl-4-(4-pyridyl)-cyclohexanone). The solvent is aqueous solution, CNC (dimethylamine). Conditions: time 2 day. Product: C(C)(=O)C=1C(NC(=C2CC(CCC12)C1=CC=NC=C1)C)=O (4-acetyl-1-methyl-7-(4-pyridyl)-5,6,7,8-tetrahydro-3(2H)-isoquinolinone). The yield is 30.8%. As a reaction SMILES: [C:1]([CH:4]1[CH2:9][CH:8]([C:10]2[CH:15]=[CH:14][N:13]=[CH:12][CH:11]=2)[CH2:7][CH2:6][C:5]1=O)(=O)[CH3:2].[C:17]([NH2:23])(=[O:22])[CH2:18][C:19]([CH3:21])=[O:20].Cl.N1C2C(=CC=CC=2)C=CC=1>CNC>[C:19]([C:18]1[C:17](=[O:22])[NH:23][C:1]([CH3:2])=[C:4]2[C:5]=1[CH2:6][CH2:7][CH:8]([C:10]1[CH:15]=[CH:14][N:13]=[CH:12][CH:11]=1)[CH2:9]2)(=[O:20])[CH3:21]. Procedure: In 40 ml of 50% aqueous solution of dimethylamine was dissolved 20 g of the 2-acetyl-4-(4-pyridyl)-cyclohexanone obtained by the above method (b) under ice cooling, and 30 g of acetoacetamide was added thereto. After stirring at room temperature for 2 days, the reaction mixture was neutralized with 6N hydrochloric acid under ice cooling. After allowed to stand for 1 hour under ice cooling, the resulting mixture was filtered to afford 12 g of crude crystals containing 3-4% of the above-said quino... Reactants: ClCCl, O=c1cc(OCc2ccccc2F)ccn1CCc1ccc(CO)cc1, BrP(Br)Br. Yields the product O=c1cc(OCc2ccccc2F)ccn1CCc1ccc(CBr)cc1. RXN SMILES: [Cl:31][CH2:32][Cl:33].[F:1][c:2]1[c:3]([CH2:4][O:5][c:6]2[cH:7][c:8](=[O:22])[n:9]([CH2:12][CH2:13][c:14]3[cH:15][cH:16][c:17]([CH2:20][OH:21])[cH:18][cH:19]3)[cH:10][cH:11]2)[cH:23][cH:24][cH:25][cH:26]1.[P:27]([Br:28])([Br:29])[Br:30]>>[F:1][c:2]1[c:3]([CH2:4][O:5][c:6]2[cH:7][c:8](=[O:22])[n:9]([CH2:12][CH2:13][c:14]3[cH:15][cH:16][c:17]([CH2:20][Br:28])[cH:18][cH:19]3)[cH:10][cH:11]2)[cH:23][cH:24][cH:25][cH:26]1. Reactants: BrC=1C(=NC(=CN1)Br)NC=NO (N-(3,6-dibromo-pyrazin-2-yl)-N′-hydroxyformamidine), polyphosphoric acid, resultant suspension, C(=O)(O)[O-].[Na+] (NaHCO3). The solvent is O (water). Run at time 1.75 hour. Yields the product BrC1=CN=C(C=2N1N=CN2)Br (5,8-Dibromo-[1,2,4]triazolo[1,5-a]pyrazine). Isolated yield 62.1%. RXN SMILES: [Br:1][C:2]1[C:3]([NH:9][CH:10]=[N:11]O)=[N:4][C:5]([Br:8])=[CH:6][N:7]=1.C([O-])(O)=O.[Na+]>O>[Br:8][C:5]1[N:4]2[N:11]=[CH:10][N:9]=[C:3]2[C:2]([Br:1])=[N:7][CH:6]=1 |f:1.2|. Reported procedure: N-(3,6-dibromo-pyrazin-2-yl)-N′-hydroxyformamidine (17.4 mg, 58.80 mmol) is treated with polyphosphoric acid (150 g) for one hour at 50° C. and then for 1.75 hours at 70° C. After cooling to room temperature, water is added to the reaction mixture. The resultant suspension is brought to pH 8 by careful addition of solid NaHCO3 in small portions. The precipitate formed is collected by filtration, washed once with 1N NaOH, three times with water and dried in vacuo. The residue is partitioned betwe... Reactants: [BH3-]C#N, COC(=O)CCN(CCCCN1CCCCC1)Cc1ccc(CNCc2ncc[nH]2)cc1, Cn1ccnc1C=O, CC(=O)O, CO, [Na+]. Yields the product COC(=O)CCN(CCCCN1CCCCC1)Cc1ccc(CN(Cc2ncc[nH]2)Cc2nccn2C)cc1. As a reaction SMILES: [C:41]([BH3-:42])#[N:43].[CH3:1][O:2][C:3]([CH2:4][CH2:5][N:6]([CH2:7][CH2:8][CH2:9][CH2:10][N:11]1[CH2:12][CH2:13][CH2:14][CH2:15][CH2:16]1)[CH2:17][c:18]1[cH:19][cH:20][c:21]([CH2:24][NH:25][CH2:26][c:27]2[nH:28][cH:29][cH:30][n:31]2)[cH:22][cH:23]1)=[O:32].[CH3:33][n:34]1[c:35]([CH:39]=[O:40])[n:36][cH:37][cH:38]1.[CH3:45][C:46](=[O:47])[OH:48].[CH3:49][OH:50].[Na+:44]>>[CH3:1][O:2][C:3]([CH2:4][CH2:5][N:6]([CH2:7][CH2:8][CH2:9][CH2:10][N:11]1[CH2:12][CH2:13][CH2:14][CH2:15][CH2:16]1)[CH2:17][c:18]1[cH:19][cH:20][c:21]([CH2:24][N:25]([CH2:26][c:27]2[nH:28][cH:29][cH:30][n:31]2)[CH2:39][c:35]2[n:34]([CH3:33])[cH:38][cH:37][n:36]2)[cH:22][cH:23]1)=[O:32].